describe an organic reaction: reactants, conditions, products, and yield From a dataset of the Open Reaction Database (ORD), a public repository of structured organic reaction records. Starting materials: COC(=O)C=1C(=NC2=C(C=C(C=C2C1C1=CC=CC=C1)Cl)C)C1CC1 (6-chloro-2-cyclopropyl-8-methyl-4-phenyl-quinoline-3-carboxylic acid methyl ester), [OH-].[K+] (KOH). Run in C(C)O.O (ethanol water). Yields the product ClC=1C=C2C(=C(C(=NC2=C(C1)C)C1CC1)C(=O)O)C1=CC=CC=C1 (6-Chloro-2-cyclopropyl-8-methyl-4-phenyl-quinoline-3-carboxylic acid). Reaction SMILES: C[O:2][C:3]([C:5]1[C:6]([CH:23]2[CH2:25][CH2:24]2)=[N:7][C:8]2[C:13]([C:14]=1[C:15]1[CH:20]=[CH:19][CH:18]=[CH:17][CH:16]=1)=[CH:12][C:11]([Cl:21])=[CH:10][C:9]=2[CH3:22])=[O:4].[OH-].[K+]>C(O)C.O>[Cl:21][C:11]1[CH:12]=[C:13]2[C:8](=[C:9]([CH3:22])[CH:10]=1)[N:7]=[C:6]([CH:23]1[CH2:25][CH2:24]1)[C:5]([C:3]([OH:4])=[O:2])=[C:14]2[C:15]1[CH:20]=[CH:19][CH:18]=[CH:17][CH:16]=1 |f:1.2,3.4|. Reported procedure: The title compound was prepared in analogy to example 6 step B from a mixture of 6-chloro-2-cyclopropyl-8-methyl-4-phenyl-quinoline-3-carboxylic acid methyl ester and KOH in a mixture of ethanol/water. White solid. MS (ESI): 338.2 (M+H)+. Reactants: N[C@@H]1[C@H](CC=2C=CC(=CC2C1(C)C)C(=O)N)OC ((6S,7S)-7-amino-6-methoxy-8,8-dimethyl-5,6,7,8-tetrahydro-naphthalene-2-carboxylic acid amide), CC(CC(=O)NCCC=O)(C)C (3,3-dimethyl-N-(3-oxo-propyl)-butyramide), C(=O)(C(F)(F)F)O (TFA). Product: CC(CC(=O)NCCCN[C@@H]1[C@H](CC=2C=CC(=CC2C1(C)C)C(=O)N)OC)(C)C ((6S,7S)-7-[3-(3,3-Dimethyl-butyrylamino)-propylamino]-6-methoxy-8,8-dimethyl-5,6,7,8-tetrahydro-naphthalene-2-carboxylic acid amide). Reaction SMILES: [NH2:1][C@H:2]1[C:11]([CH3:13])([CH3:12])[C:10]2[CH:9]=[C:8]([C:14]([NH2:16])=[O:15])[CH:7]=[CH:6][C:5]=2[CH2:4][C@@H:3]1[O:17][CH3:18].[CH3:19][C:20]([CH3:30])([CH3:29])[CH2:21][C:22]([NH:24][CH2:25][CH2:26][CH:27]=O)=[O:23].C(O)(C(F)(F)F)=O>>[CH3:19][C:20]([CH3:29])([CH3:30])[CH2:21][C:22]([NH:24][CH2:25][CH2:26][CH2:27][NH:1][C@H:2]1[C:11]([CH3:13])([CH3:12])[C:10]2[CH:9]=[C:8]([C:14]([NH2:16])=[O:15])[CH:7]=[CH:6][C:5]=2[CH2:4][C@@H:3]1[O:17][CH3:18])=[O:23]. Procedure: Following the process of Example 11(c) using (6S,7S)-7-amino-6-methoxy-8,8-dimethyl-5,6,7,8-tetrahydro-naphthalene-2-carboxylic acid amide and 3,3-dimethyl-N-(3-oxo-propyl)-butyramide the TFA salt of the title compound was prepared. (m/z): [M+H]+ calcd for C23H37N3O3, 404.28; found, 404.4. The reactants are ClC1=C(C(=O)NC2=CC(=CC(=C2)C(F)(F)F)CCCN2CCOCC2)C=CC=N1 (2-Chloro-N-[3-(3-morpholin-4-yl-propyl)-5-trifluoromethyl-phenyl]-nicotinamide), NC1=CC=C2C=NNC2=C1 (6-amino indazole), C(=O)(C(F)(F)F)O (TFA). Run in Cl (HCl). Run at temperature 155 celsius. Product: N1N=CC2=CC=C(C=C12)NC1=C(C(=O)NC2=CC(=CC(=C2)C(F)(F)F)CCCN2CCOCC2)C=CC=N1 (2-(1H-Indazol-6-ylamino)-N-[3-(3-morpholin-4-yl-propyl)-5-trifluoromethyl-phenyl]-nicotinamide). As a reaction SMILES: Cl[C:2]1[N:29]=[CH:28][CH:27]=[CH:26][C:3]=1[C:4]([NH:6][C:7]1[CH:12]=[C:11]([C:13]([F:16])([F:15])[F:14])[CH:10]=[C:9]([CH2:17][CH2:18][CH2:19][N:20]2[CH2:25][CH2:24][O:23][CH2:22][CH2:21]2)[CH:8]=1)=[O:5].[NH2:30][C:31]1[CH:39]=[C:38]2[C:34]([CH:35]=[N:36][NH:37]2)=[CH:33][CH:32]=1.C(O)(C(F)(F)F)=O>Cl>[NH:37]1[C:38]2[C:34](=[CH:33][CH:32]=[C:31]([NH:30][C:2]3[N:29]=[CH:28][CH:27]=[CH:26][C:3]=3[C:4]([NH:6][C:7]3[CH:12]=[C:11]([C:13]([F:16])([F:15])[F:14])[CH:10]=[C:9]([CH2:17][CH2:18][CH2:19][N:20]4[CH2:25][CH2:24][O:23][CH2:22][CH2:21]4)[CH:8]=3)=[O:5])[CH:39]=2)[CH:35]=[N:36]1. Reported procedure: 2-Chloro-N-[3-(3-morpholin-4-yl-propyl)-5-trifluoromethyl-phenyl]-nicotinamide (2.95 g) was dissolved in a small volume of IpOH. 6-amino indazole (2.75 g) and 0.53 mL of TFA were added. The reaction mixture was heated to 155° C. in an open flask for 3.5 h. After cooling to RT the residue was dissolved in 2 N HCl. The aqueous solution was extracted 2 times with CH2Cl2, basified to pH 12 by the addition of Na2CO3 and 1 N NaOH. The solution was extracted 6 times with CH2Cl2 to isolate the product. ... The reactants are O1CCC(=CC1)C=1N=CC(=NC1)N (5-(3,6-dihydro-2H-pyran-4-yl)pyrazin-2-amine), N#N (N2), [H][H] (hydrogen). Reagents/catalysts: [Pd] (Pd—C). Solvent: CO (MeOH). Run at time 15 hour. The product is O1CCC(CC1)C=1N=CC(=NC1)N (5-(tetrahydro-2H-pyran-4-yl)pyrazin-2-amine). As a reaction SMILES: [O:1]1[CH2:6][CH:5]=[C:4]([C:7]2[N:8]=[CH:9][C:10]([NH2:13])=[N:11][CH:12]=2)[CH2:3][CH2:2]1.N#N.[H][H]>CO.[Pd]>[O:1]1[CH2:2][CH2:3][CH:4]([C:7]2[N:8]=[CH:9][C:10]([NH2:13])=[N:11][CH:12]=2)[CH2:5][CH2:6]1. Reported procedure: A solution of 5-(3,6-dihydro-2H-pyran-4-yl)pyrazin-2-amine (2.7 g, 15.24 mmol) and Pd—C (10%, Degussa type) (1.6 g, 1.5 mmol) in MeOH (50 mL) was degassed by N2 stream for 15 min. After equipped with hydrogen gas balloon, the reaction mixture was stirred for 15 h at room temperature. The crude product was filtered off through celite pad and washed with EtOAc. The volatile material was concentrated in vacuo yielding 5-(tetrahydro-2H-pyran-4-yl)pyrazin-2-amine and was used for the next step. LCMS ... Starting materials: [H-].[Na+] (Sodium hydride), ClC1=C(C=CC(=C1)S(=O)C1=CC=C(C=C1)O)NC([C@@](C(F)(F)F)(C)O)=O ((R)-N-[2-chloro-4-(4-hydroxyphenylsulphinyl)phenyl]-2-hydroxy-2-methyl-3,3,3-trifluoropropanamide), BrCCCO (3-bromopropanol). Solvent: CN(C)C=O (DMF), CN(C)C=O (DMF). Run at time 15 minute. Yields the product ClC1=C(C=CC(=C1)S(=O)C1=CC=C(C=C1)OCCCO)NC([C@@](C(F)(F)F)(C)O)=O ((R)-N-[2-Chloro-4-(4-{3-hydroxypropoxy}phenylsulphinyl)phenyl]-2-hydroxy-2-methyl-3,3,3-trifluoropropanamide). As a reaction SMILES: [H-].[Na+].[Cl:3][C:4]1[CH:9]=[C:8]([S:10]([C:12]2[CH:17]=[CH:16][C:15]([OH:18])=[CH:14][CH:13]=2)=[O:11])[CH:7]=[CH:6][C:5]=1[NH:19][C:20](=[O:28])[C@:21]([OH:27])([CH3:26])[C:22]([F:25])([F:24])[F:23].Br[CH2:30][CH2:31][CH2:32][OH:33]>CN(C=O)C>[Cl:3][C:4]1[CH:9]=[C:8]([S:10]([C:12]2[CH:17]=[CH:16][C:15]([O:18][CH2:30][CH2:31][CH2:32][OH:33])=[CH:14][CH:13]=2)=[O:11])[CH:7]=[CH:6][C:5]=1[NH:19][C:20](=[O:28])[C@:21]([OH:27])([CH3:26])[C:22]([F:25])([F:23])[F:24] |f:0.1|. Procedure details: Sodium hydride (0.06 g of a 60% dispersion in oil) was added to a solution of (R)-N-[2-chloro-4-(4-hydroxyphenylsulphinyl)phenyl]-2-hydroxy-2-methyl-3,3,3-trifluoropropanamide (Example 89) (0.5 g) in DMF (5 ml) at 0° C. The mixture was stirred for 15 minutes then 3-bromopropanol (0.12 ml) was added as a solution in DMF (3 ml). The mixture was stirred at ambient temperature for 16 hours. Volatile material was removed by evaporation and the residue was purified by chromatography on a silica gel Me... The reactants are CC#N, O=C(CCl)Nc1ccc2c(c1)COC(NC1CCc3ccccc31)=N2, O=S1(=O)CCNCC1. Product: O=C(CN1CCS(=O)(=O)CC1)Nc1ccc2c(c1)COC(NC1CCc3ccccc31)=N2. Reaction SMILES: [CH3:34][C:35]#[N:36].[Cl:1][CH2:2][C:3](=[O:4])[NH:5][c:6]1[cH:7][c:8]2[c:9]([cH:24][cH:25]1)[N:10]=[C:11]([NH:14][CH:15]1[CH2:16][CH2:17][c:18]3[cH:19][cH:20][cH:21][cH:22][c:23]31)[O:12][CH2:13]2.[S:26]1(=[O:32])(=[O:33])[CH2:27][CH2:28][NH:29][CH2:30][CH2:31]1>>[CH2:2]([C:3](=[O:4])[NH:5][c:6]1[cH:7][c:8]2[c:9]([cH:24][cH:25]1)[N:10]=[C:11]([NH:14][CH:15]1[CH2:16][CH2:17][c:18]3[cH:19][cH:20][cH:21][cH:22][c:23]31)[O:12][CH2:13]2)[N:29]1[CH2:28][CH2:27][S:26](=[O:32])(=[O:33])[CH2:31][CH2:30]1. The reactants are NC1=NN2C(NC(=CC2=O)N2CCOCC2)=C1CC1=C(C(=CC=C1)C(F)(F)F)C (2-amino-3-{[2-methyl-3-(trifluoromethyl)phenyl]methyl}-5-(4-morpholinyl)pyrazolo[1,5-a]pyrimidin-7(4H)-one), C1(C=2C(C(=O)O1)=CC=CC2)=O (phthalic anhydride), C(C)(=O)O (acetic acid), N1CCOCC1 (morpholine), ClC1=NC=2N(C(=C1)Cl)N=C(C2CC2=C(C(=CC=C2)C(F)(F)F)C)N2C(C1=CC=CC=C1C2=O)=O (2-(5,7-dichloro-3-{[2-methyl-3-(trifluoromethyl)phenyl]methyl}pyrazolo[1,5-a]pyrimidin-2-yl)-1H-isoindole-1,3(2H)-dione), [OH-].[Na+] (sodium hydroxide), NN (hydrazine), NN (hydrazine), [OH-].[Na+] (Sodium hydroxide). Run in C(C)#N (Acetonitrile), C(C)O (Ethanol), O1CCCC1 (Tetrahydrofuran), C(C)O (Ethanol), C(C)O (Ethanol), CCOC(=O)C (EtOAc), O (Water). Reaction conditions: time 18 hour. Product: NC1=NN2C(N=C(C=C2O)N2CCOCC2)=C1CC1=C(C(=CC=C1)C(F)(F)F)C (2-amino-3-(2-methyl-3-(trifluoromethyl)benzyl)-5-morpholinopyrazolo[1,5-a]pyrimidin-7-ol). Reaction SMILES: ClC1C=C(Cl)N2N=C(N3C(=O)C4C(=CC=CC=4)C3=O)C(CC3C=CC=C(C(F)(F)F)C=3C)=C2N=1.[OH-].[Na+].C(O)(=O)C.N1CCOCC1.NN.[NH2:49][C:50]1[C:65]([CH2:66][C:67]2[CH:72]=[CH:71][CH:70]=[C:69]([C:73]([F:76])([F:75])[F:74])[C:68]=2[CH3:77])=[C:53]2[NH:54][C:55]([N:59]3[CH2:64][CH2:63][O:62][CH2:61][CH2:60]3)=[CH:56][C:57](=[O:58])[N:52]2[N:51]=1.C1(=O)OC(=O)C2=CC=CC=C12>O1CCCC1.C(O)C.C(#N)C.CCOC(C)=O.O>[NH2:49][C:50]1[C:65]([CH2:66][C:67]2[CH:72]=[CH:71][CH:70]=[C:69]([C:73]([F:76])([F:75])[F:74])[C:68]=2[CH3:77])=[C:53]2[N:54]=[C:55]([N:59]3[CH2:64][CH2:63][O:62][CH2:61][CH2:60]3)[CH:56]=[C:57]([OH:58])[N:52]2[N:51]=1 |f:1.2|. Reported procedure: To a solution of 2-(5,7-dichloro-3-{[2-methyl-3-(trifluoromethyl)phenyl]methyl}pyrazolo[1,5-a]pyrimidin-2-yl)-1H-isoindole-1,3(2H)-dione (1.0 g, 1.979 mmol) in Tetrahydrofuran (THF) (30 mL) was added sodium hydroxide (1.187 mL, 5.94 mmol). The reaction mixture was stirred at rt for 18 h. Sodium hydroxide (1.187 mL, 5.94 mmol) was added to the reaction. The reaction mixture was stirred at rt for 3 h. Water (20 mL) and EtOAc (20 mL) was added in. The reaction mixture was acidified with acetic acid...